The task is: describe an organic reaction: reactants, conditions, products, and yield. This data is from the Open Reaction Database (ORD), a public repository of structured organic reaction records. Reactants: C(C1=CC=CC=C1)(=O)CC#N (benzoylacetonitrile), C1(CCCCC1)=O (cyclohexanone), polyphosphoric acid, ice water, C(C)OCC (diethyl ether). Conditions: temperature 110 celsius, time 1.5 hour. The product is C1(=CC=CC=C1)C1=CC(NC=2CCCCC12)=O (4-phenyl-5,6,7,8-tetrahydro-2(1H)-quinolinone). Reaction SMILES: [C:1]([CH2:9][C:10]#[N:11])(=O)[C:2]1[CH:7]=[CH:6][CH:5]=[CH:4][CH:3]=1.[C:12]1(=O)[CH2:17][CH2:16][CH2:15][CH2:14][CH2:13]1.C([O:21]CC)C>>[C:2]1([C:1]2[C:13]3[CH2:14][CH2:15][CH2:16][CH2:17][C:12]=3[NH:11][C:10](=[O:21])[CH:9]=2)[CH:7]=[CH:6][CH:5]=[CH:4][CH:3]=1. Procedure details: A mixture of benzoylacetonitrile (25 g), cyclohexanone (25 g) and 75% polyphosphoric acid (250 g) is stirred at 50° C. for 30 minutes and further at 110° C. for 1.5 hour. After cooling, the reaction mixture is poured into ice-water and thereto is added diethyl ether (300 ml). The mixture is stirred and the precipitated crystals are collected by filtration. The crystals are recrystallized from N,N-dimethylformamide-ethanol to give the desired compound (27 g), m.p. 285°-288° C. Starting materials: [Cl-].C[NH3+] (methylammonium chloride), C(#N)[BH3-].[Na+] (sodium cyanoborohydride), ClC=1C=C(C=CC1)S(=O)(=O)N1C=C(C(=C1C1=CC=CC=C1)C)C=O (1-[(3-Chlorophenyl)sulfonyl]-4-methyl-5-phenyl-1H-pyrrole-3-carbaldehyde). Run in CO (methanol). Reaction conditions: time 1 hour. Yields the product Cl.ClC=1C=C(C=CC1)S(=O)(=O)N1C=C(C(=C1C1=CC=CC=C1)C)CNC (1-{1-[(3-Chlorophenyl)sulfonyl]-4-methyl-5-phenyl-1H-pyrrol-3-yl}-N-methylmethanamine hydrochloride). The yield is 48.1%. RXN SMILES: [Cl:1][C:2]1[CH:3]=[C:4]([S:8]([N:11]2[C:15]([C:16]3[CH:21]=[CH:20][CH:19]=[CH:18][CH:17]=3)=[C:14]([CH3:22])[C:13]([CH:23]=O)=[CH:12]2)(=[O:10])=[O:9])[CH:5]=[CH:6][CH:7]=1.[Cl-].C[NH3+].[C:28]([BH3-])#[N:29].[Na+]>CO>[ClH:1].[Cl:1][C:2]1[CH:3]=[C:4]([S:8]([N:11]2[C:15]([C:16]3[CH:21]=[CH:20][CH:19]=[CH:18][CH:17]=3)=[C:14]([CH3:22])[C:13]([CH2:23][NH:29][CH3:28])=[CH:12]2)(=[O:10])=[O:9])[CH:5]=[CH:6][CH:7]=1 |f:1.2,3.4,6.7|. Procedure details: A solution (15 mL) of methyl 1-[(3-chlorophenyl)sulfonyl]-4-methyl-5-phenyl-1H-pyrrole-3-carboxylate (700 mg) in tetrahydrofuran was cooled to −78° C., a 1.5 mol/L toluene solution (4.3 mL) of diisobutylaluminum hydride was added dropwise, and the mixture was further stirred at −78° C. for 30 min. 1 mol/L Hydrochloric acid (20 mL) was added to the reaction mixture, and the mixture was extracted with ethyl acetate. The extract was washed with saturated brine, dried over anhydrous sodium sulfate, ... Starting materials: CCOCC, CN(C)C=O, O=C1OCCC1O, CC(C)(C)[Si](C)(C)Cl, c1c[nH]cn1. Product: CC(C)(C)[Si](C)(C)OC1CCOC1=O. RXN SMILES: [CH3:26][CH2:27][O:28][CH2:29][CH3:30].[O:21]=[CH:22][N:23]([CH3:24])[CH3:25].[OH:1][CH:2]1[C:3](=[O:7])[O:4][CH2:5][CH2:6]1.[Si:13]([CH3:14])([CH3:15])([C:16]([CH3:17])([CH3:18])[CH3:19])[Cl:20].[nH:8]1[cH:9][cH:10][n:11][cH:12]1>>[O:1]([CH:2]1[C:3](=[O:7])[O:4][CH2:5][CH2:6]1)[Si:13]([CH3:14])([CH3:15])[C:16]([CH3:17])([CH3:18])[CH3:19]. The reactants are Compound 35, COC1=CC=C(C=C1)S(=O)(=O)O (p-methoxybenzenesulfonic acid), [N+](=[N-])=CC(CCCC)=O (1-diazo-2-hexanone), CCOCC (ether). Yields the product C(OCCCC)OS(=O)(=O)C1=CC=C(C=C1)OC (2-oxahexyl-p-methoxybenzene sulfonate). The yield is 70.3%. Reaction SMILES: [N+](=C[C:4](=[O:9])[CH2:5][CH2:6][CH2:7]C)=[N-].[CH3:10][O:11][C:12]1[CH:17]=[CH:16][C:15]([S:18]([OH:21])(=[O:20])=[O:19])=[CH:14][CH:13]=1.[CH3:22]COCC>>[CH2:22]([O:19][S:18]([C:15]1[CH:14]=[CH:13][C:12]([O:11][CH3:10])=[CH:17][CH:16]=1)(=[O:21])=[O:20])[O:9][CH2:4][CH2:5][CH2:6][CH3:7]. Procedure details: A 1.0 g quantity of 1-diazo-2-hexanone is dissolved in 50 ml of ether, and 2.5 g of p-methoxybenzenesulfonic acid is slowly added to the solution at room temperature. The same procedure as in Example 1 is thereafter repeated to afford 1.6 g of 2-oxahexyl-p-methoxybenzene sulfonate in the form of a colorless transparent oil (Compound 35). Yield 70.3%. Reactants: CC(=O)OC(C)=O, O=CO, CC(C)(N)C(=O)O, O. Product: CC(C)(NC=O)C(=O)O. As a reaction SMILES: [CH3:8][C:9](=[O:10])[O:11][C:12](=[O:13])[CH3:14].[CH:16]([OH:17])=[O:18].[NH2:1][C:2]([C:3](=[O:4])[OH:5])([CH3:6])[CH3:7].[OH2:15]>>[NH:1]([C:2]([C:3](=[O:4])[OH:5])([CH3:6])[CH3:7])[CH:9]=[O:10]. Starting materials: BrC1=NC(=C(C2=CC=CC=C12)C)N (1-bromo-3-amino-4-methylisoquinoline), N1CCOCC1 (morpholine). The solvent is O (water). Product: N1(CCOCC1)C1=NC(=C(C2=CC=CC=C12)C)N (1-morpholinyl-3-amino-4-methylisoquinoline). Isolated yield 83.0%. Reaction SMILES: Br[C:2]1[C:11]2[C:6](=[CH:7][CH:8]=[CH:9][CH:10]=2)[C:5]([CH3:12])=[C:4]([NH2:13])[N:3]=1.[NH:14]1[CH2:19][CH2:18][O:17][CH2:16][CH2:15]1>O>[N:14]1([C:2]2[C:11]3[C:6](=[CH:7][CH:8]=[CH:9][CH:10]=3)[C:5]([CH3:12])=[C:4]([NH2:13])[N:3]=2)[CH2:19][CH2:18][O:17][CH2:16][CH2:15]1. Procedure: A mixture of 12 g (0.051 mole) of 1-bromo-3-amino-4-methylisoquinoline and 120 ml of morpholine is refluxed for 6 hours, then diluted with water. 8.5 g (83%) of 1-morpholinyl-3-amino-4-methylisoquinoline are obtained. Starting materials: COc1cc(O)cc(Cl)c1CN1CCCCC1, ClCCl, O=S(=O)(Cl)C(F)(F)F, c1ccncc1. Product: COc1cc(OS(=O)(=O)C(F)(F)F)cc(Cl)c1CN1CCCCC1. RXN SMILES: [Cl:1][c:2]1[cH:3][c:4]([OH:17])[cH:5][c:6]([O:15][CH3:16])[c:7]1[CH2:8][N:9]1[CH2:10][CH2:11][CH2:12][CH2:13][CH2:14]1.[Cl:32][CH2:33][Cl:34].[F:24][C:25]([S:26](=[O:27])(=[O:28])[Cl:29])([F:30])[F:31].[cH:18]1[cH:19][cH:20][n:21][cH:22][cH:23]1>>[Cl:1][c:2]1[cH:3][c:4]([O:17][S:26]([C:25]([F:24])([F:30])[F:31])(=[O:27])=[O:28])[cH:5][c:6]([O:15][CH3:16])[c:7]1[CH2:8][N:9]1[CH2:10][CH2:11][CH2:12][CH2:13][CH2:14]1. Starting materials: COC(CCBr)=O (3-bromo-propionic acid methyl ester), C[Si](CCOCN1N=CC=C1C1=CC=C(OC=2C=C3C=NN(C3=CC2)CCO)C=C1)(C)C (2-(5-{4-[2-(2-trimethylsilanyl-ethoxymethyl)-2H-pyrazol-3-yl]-phenoxy}indazol-1-yl)-ethanol). Product: C[Si](CCOCN1N=CC=C1C1=CC=C(OC2=CC3=CN(N=C3C=C2)CCCO)C=C1)(C)C (3-(5-{4-[2-(2-trimethylsilanyl-ethoxymethyl)-2H-pyrazol-3-yl]-phenoxy}-indazol-2-yl)-propan-1-ol). RXN SMILES: C[O:2][C:3](=O)[CH2:4][CH2:5]Br.[CH3:8][Si:9]([CH3:39])([CH3:38])[CH2:10][CH2:11][O:12][CH2:13][N:14]1[C:18]([C:19]2[CH:37]=[CH:36][C:22]([O:23][C:24]3[CH:25]=[C:26]4[C:30](=[CH:31][CH:32]=3)[N:29](CCO)[N:28]=[CH:27]4)=[CH:21][CH:20]=2)=[CH:17][CH:16]=[N:15]1>>[CH3:38][Si:9]([CH3:39])([CH3:8])[CH2:10][CH2:11][O:12][CH2:13][N:14]1[C:18]([C:19]2[CH:20]=[CH:21][C:22]([O:23][C:24]3[CH:32]=[CH:31][C:30]4[C:26](=[CH:27][N:28]([CH2:5][CH2:4][CH2:3][OH:2])[N:29]=4)[CH:25]=3)=[CH:36][CH:37]=2)=[CH:17][CH:16]=[N:15]1. Procedure details: The titled compound AB is synthesized from intermediate Y-1 and 3-bromo-propionic acid methyl ester according to the procedure described for the synthesis of intermediate Y. Reactants: COCCO, CCN(C(C)C)C(C)C, Fc1cccnc1Cl, NCC1CCN(C(=O)OCc2ccccc2)CC1. Yields the product O=C(OCc1ccccc1)N1CCC(CNc2ncccc2F)CC1. As a reaction SMILES: [CH3:36][O:37][CH2:38][CH2:39][OH:40].[CH:27]([N:28]([CH:29]([CH3:30])[CH3:31])[CH2:32][CH3:33])([CH3:34])[CH3:35].[Cl:1][c:2]1[n:3][cH:4][cH:5][cH:6][c:7]1[F:8].[NH2:9][CH2:10][CH:11]1[CH2:12][CH2:13][N:14]([C:17](=[O:18])[O:19][CH2:20][c:21]2[cH:22][cH:23][cH:24][cH:25][cH:26]2)[CH2:15][CH2:16]1>>[c:2]1([NH:9][CH2:10][CH:11]2[CH2:12][CH2:13][N:14]([C:17](=[O:18])[O:19][CH2:20][c:21]3[cH:22][cH:23][cH:24][cH:25][cH:26]3)[CH2:15][CH2:16]2)[n:3][cH:4][cH:5][cH:6][c:7]1[F:8]. Procedure details: In 30 ml of dried methylene chloride was dissolved 3.75 g of benzyl N-t-butoxycarbonyl-D-serine, and 1.23 ml of pyridine, 1.86 g of 4-dimethylaminopyridine, and 4.09 g of diphenyl phosphorochloridate were successively added thereto at room temperature, followed by stirring at that temperature for 3 hours. The reaction mixture was washed successively with 1N hydrochloric acid and a saturated sodium chloride aqueous solution. The organic layer was dried over anhydrous sodium sulfate, and the solve... Product: C(C1=CC=CC=C1)N([C@H](COP(=O)(OC1=CC=CC=C1)OC1=CC=CC=C1)C(=O)O)C(=O)OC(C)(C)C (benzyl N-t-butoxycarbonyl-O-diphenylphosphono-D-serine). Reaction conditions: time 3 hour. Reactants: C(C1=CC=CC=C1)N([C@H](CO)C(=O)O)C(=O)OC(C)(C)C (benzyl N-t-butoxycarbonyl-D-serine), N1=CC=CC=C1 (pyridine), P(OC1=CC=CC=C1)(OC1=CC=CC=C1)(=O)Cl (diphenyl phosphorochloridate). Reaction SMILES: [CH2:1]([N:8]([C:15]([O:17][C:18]([CH3:21])([CH3:20])[CH3:19])=[O:16])[C@@H:9]([C:12]([OH:14])=[O:13])[CH2:10][OH:11])[C:2]1[CH:7]=[CH:6][CH:5]=[CH:4][CH:3]=1.N1C=CC=CC=1.[P:28](Cl)(=[O:43])([O:36][C:37]1[CH:42]=[CH:41][CH:40]=[CH:39][CH:38]=1)[O:29][C:30]1[CH:35]=[CH:34][CH:33]=[CH:32][CH:31]=1>C(Cl)Cl.CN(C)C1C=CN=CC=1>[CH2:1]([N:8]([C:15]([O:17][C:18]([CH3:21])([CH3:20])[CH3:19])=[O:16])[C@@H:9]([C:12]([OH:14])=[O:13])[CH2:10][O:11][P:28]([O:29][C:30]1[CH:31]=[CH:32][CH:33]=[CH:34][CH:35]=1)([O:36][C:37]1[CH:38]=[CH:39][CH:40]=[CH:41][CH:42]=1)=[O:43])[C:2]1[CH:3]=[CH:4][CH:5]=[CH:6][CH:7]=1. The reagents and catalysts are CN(C1=CC=NC=C1)C (4-dimethylaminopyridine). Yield: 80.3%. Solvent: C(Cl)Cl (methylene chloride).